From a dataset of the Open Reaction Database (ORD), a public repository of structured organic reaction records. describe an organic reaction: reactants, conditions, products, and yield The reactants are C1(CC1)C(C(=O)O)C(O)C1=CC(=C(C=C1)F)F (2-cyclopropyl-3-(3,4-difluorophenyl)-3-hydroxypropionic acid), C1(=CC=CC=C1)P(=O)(C1=CC=CC=C1)N=[N+]=[N-] (diphenyl-phosphoryl azide), N(=NC(=O)OCC)C(=O)OCC (Diethyl azodicarboxylate), C[C@H](C1=CC=CC=C1)[NH-] ((R)-(α-methylbenzyl)amide), C1(=CC=CC=C1)P(C1=CC=CC=C1)C1=CC=CC=C1 (triphenylphosphine). Run in C1CCOC1 (THF). Reaction conditions: temperature -78 celsius, time 16 hour. The product is C[C@H](C1=CC=CC=C1)NC(C(C(C1=CC(=C(C=C1)F)F)N=[N+]=[N-])C1CC1)=O (3-Azido-2-cyclopropyl-3-(3,4-difluorophenyl)propionic Acid N-((R)-α-methylbenzyl)amide). As a reaction SMILES: [CH:1]1([CH:4]([CH:8]([C:10]2[CH:15]=[CH:14][C:13]([F:16])=[C:12]([F:17])[CH:11]=2)O)[C:5]([OH:7])=O)[CH2:3][CH2:2]1.[CH3:18][C@@H:19]([NH-:26])[C:20]1[CH:25]=[CH:24][CH:23]=[CH:22][CH:21]=1.C1(P(C2C=CC=CC=2)C2C=CC=CC=2)C=CC=CC=1.C1(P([N:60]=[N+:61]=[N-:62])(C2C=CC=CC=2)=O)C=CC=CC=1.N(C(OCC)=O)=NC(OCC)=O>C1COCC1>[CH3:18][C@@H:19]([NH:26][C:5](=[O:7])[CH:4]([CH:1]1[CH2:2][CH2:3]1)[CH:8]([N:60]=[N+:61]=[N-:62])[C:10]1[CH:15]=[CH:14][C:13]([F:16])=[C:12]([F:17])[CH:11]=1)[C:20]1[CH:25]=[CH:24][CH:23]=[CH:22][CH:21]=1. Procedure: The appropriate diastereomer of 2-cyclopropyl-3-(3,4-difluorophenyl)-3-hydroxypropionic acid N-((R)-(α-methylbenzyl)amide (1.1 g, 3.18 mmol), triphenylphosphine (1.7 g, 6.48 mmol), and diphenyl-phosphoryl azide (1.37 mL, 6.36 mmol) were combined in THF (30 mL) and cooled to −78° C. under nitrogen. Diethyl azodicarboxylate (1.2 mL, 7.63 mmol) was added and the mixture was stirred 1 hour at −78, 1 hour at 0° C. and 16 hours at ambient temperature. The reaction mixture was washed with saturated sod... Reactants: O=S(=O)(O)c1ccc(Br)cc1, CC(C)OC(=O)CCCCCOc1cc2c(cc1N)nc(-c1ccccc1)n2-c1ccccc1, [Cl-]. Yields the product CC(C)OC(=O)CCCCCOc1cc2c(cc1NS(=O)(=O)c1ccc(Br)cc1)nc(-c1ccccc1)n2-c1ccccc1. As a reaction SMILES: [Br:36][c:37]1[cH:38][cH:39][c:40]([S:43](=[O:44])(=[O:45])[OH:46])[cH:41][cH:42]1.[CH:1]([CH3:2])([CH3:3])[O:4][C:5]([CH2:6][CH2:7][CH2:8][CH2:9][CH2:10][O:11][c:12]1[c:13]([NH2:33])[cH:14][c:15]2[c:16]([n:17](-[c:26]3[cH:27][cH:28][cH:29][cH:30][cH:31]3)[c:18](-[c:20]3[cH:21][cH:22][cH:23][cH:24][cH:25]3)[n:19]2)[cH:32]1)=[O:34].[Cl-:35]>>[CH:1]([CH3:2])([CH3:3])[O:4][C:5]([CH2:6][CH2:7][CH2:8][CH2:9][CH2:10][O:11][c:12]1[c:13]([NH:33][S:43]([c:40]2[cH:39][cH:38][c:37]([Br:36])[cH:42][cH:41]2)(=[O:44])=[O:45])[cH:14][c:15]2[c:16]([n:17](-[c:26]3[cH:27][cH:28][cH:29][cH:30][cH:31]3)[c:18](-[c:20]3[cH:21][cH:22][cH:23][cH:24][cH:25]3)[n:19]2)[cH:32]1)=[O:34]. Starting materials: ice, OC1(CC(=CC=C1)CN1CCCC1)O (3-hydroxy-1-(pyrrolidin-1-yl)methyl-3-hydroxybenzene), C(C)(C)N(CCCC)C(C)C (diisopropylbutylamine), C(C)(C)[Si](C(C)C)(C(C)C)Cl (triisopropylsilyl chloride), ice water. Solvent: CN(C=O)C (dimethylformamide). Product: C(C#C)OC1(CC(=CC=C1)CN1CCCC1)O[Si](C(C)C)(C(C)C)C(C)C (3-Propargyloxy-1-(pyrrolidin-1-yl)methyl-3-(triisopropylsiloxy)benzene). RXN SMILES: [OH:1][C:2]1([OH:14])[CH:7]=[CH:6][CH:5]=[C:4]([CH2:8][N:9]2[CH2:13][CH2:12][CH2:11][CH2:10]2)[CH2:3]1.[CH:15](N(C(C)C)CCCC)([CH3:17])[CH3:16].[CH:26]([Si:29](Cl)([CH:33]([CH3:35])[CH3:34])[CH:30]([CH3:32])[CH3:31])([CH3:28])[CH3:27]>CN(C)C=O>[CH2:17]([O:14][C:2]1([O:1][Si:29]([CH:33]([CH3:35])[CH3:34])([CH:30]([CH3:32])[CH3:31])[CH:26]([CH3:28])[CH3:27])[CH:7]=[CH:6][CH:5]=[C:4]([CH2:8][N:9]2[CH2:10][CH2:11][CH2:12][CH2:13]2)[CH2:3]1)[C:15]#[CH:16]. Reported procedure: To a solution of 3-hydroxy-1-(pyrrolidin-1-yl)methyl-3-hydroxybenzene (0.95 g) in dry dimethylformamide (5 ml) was added by syringe, with stirring, diisopropylbutylamine (1.1 ml) followed by triisopropylsilyl chloride (0.97 ml). The reaction mixture was stirred at ambient temperature for 1 hr, ice (10 g) was added and after stirring for 10 mins, the mixture was poured into ice/water and extracted with ethyl acetate. The extract was washed with water, saturated sodium chloride solution, dried ove... Starting materials: CCN(CC1CCN(C(=O)OC(C)(C)C)CC1)C1CCc2ccc(NC(=O)c3ccc(S(C)(=O)=O)cc3)cc2C1, ClCCl, O=C(O)C(F)(F)F. Yields the product CCN(CC1CCNCC1)C1CCc2ccc(NC(=O)c3ccc(S(C)(=O)=O)cc3)cc2C1. Reaction SMILES: [C:1]([O:2][C:3](=[O:4])[N:8]1[CH2:9][CH2:10][CH:11]([CH2:14][N:15]([CH:16]2[CH2:17][c:18]3[cH:19][c:20]([NH:26][C:27]([c:28]4[cH:29][cH:30][c:31]([S:34](=[O:35])(=[O:36])[CH3:37])[cH:32][cH:33]4)=[O:38])[cH:21][cH:22][c:23]3[CH2:24][CH2:25]2)[CH2:39][CH3:40])[CH2:12][CH2:13]1)([CH3:5])([CH3:6])[CH3:7].[CH2:48]([Cl:49])[Cl:50].[OH:41][C:42]([C:43]([F:44])([F:45])[F:46])=[O:47]>>[NH:8]1[CH2:9][CH2:10][CH:11]([CH2:14][N:15]([CH:16]2[CH2:17][c:18]3[cH:19][c:20]([NH:26][C:27]([c:28]4[cH:29][cH:30][c:31]([S:34](=[O:35])(=[O:36])[CH3:37])[cH:32][cH:33]4)=[O:38])[cH:21][cH:22][c:23]3[CH2:24][CH2:25]2)[CH2:39][CH3:40])[CH2:12][CH2:13]1. Starting materials: C(=O)(Cl)Cl (phosgene), C(=O)(Cl)Cl (phosgene), C1(CCCO1)=O (4-butyrolactone), C(=O)(Cl)Cl (phosgene), Cl (hydrogen chloride), Cl (hydrogen chloride). Reagents/catalysts: [Cl-].C[N+](CC1=CC=CC=C1)(C)C (trimethylbenzylammonium chloride). Conditions: temperature 130 celsius. Product: ClCCCC(=O)Cl (4-chlorobutyryl chloride), C1(CCCO1)=O (butyrolactone). RXN SMILES: [C:1]1(=[O:6])[O:5][CH2:4][CH2:3][CH2:2]1.[C:7]([Cl:10])(Cl)=[O:8].[ClH:11]>[Cl-].C[N+](C)(C)CC1C=CC=CC=1>[Cl:11][CH2:3][CH2:2][CH2:1][C:7]([Cl:10])=[O:8].[C:1]1(=[O:6])[O:5][CH2:4][CH2:3][CH2:2]1 |f:3.4|. Procedure details: 430 parts of 4-butyrolactone and 47 parts of trimethylbenzylammonium chloride are initially taken in a 1 l stirred reactor which is equipped with a thermometer, inlet tubes for phosgene and hydrogen chloride and 2 low-temperature coolers set at -20° C. and -70° C. respectively. The mixture is heated to 130° C. 560 parts of phosgene and 120 parts of hydrogen chloride are passed in over 5.5 hours. Thereafter, nitrogen is passed in until the reaction mixture no longer contains any phosgene. Working... The reactants are Cl.Cl.C(C)N1C(=NC2=C1C=CC=C2)C(C)N (1-(1-ethyl-1H-1,3-benzodiazol-2-yl)ethan-1-amine dihydrochloride), ClC1=C2N=CNC2=NC=N1 (6-chloro-9H-purine), CCN(C(C)C)C(C)C (DIPEA). Solvent: C(CCC)O (n-butanol). Conditions: temperature 120 celsius, time 3 hour. The product is C(C)N1C(=NC2=C1C=CC=C2)C(C)NC2=C1N=CNC1=NC=N2 (N-(1-(1-ethyl-1H-benzo[d]imidazol-2-yl)ethyl)-9H-purin-6-amine). Reaction SMILES: Cl.Cl.[CH2:3]([N:5]1[C:9]2[CH:10]=[CH:11][CH:12]=[CH:13][C:8]=2[N:7]=[C:6]1[CH:14]([NH2:16])[CH3:15])[CH3:4].Cl[C:18]1[N:26]=[CH:25][N:24]=[C:23]2[C:19]=1[N:20]=[CH:21][NH:22]2.CCN(C(C)C)C(C)C>C(O)CCC>[CH2:3]([N:5]1[C:9]2[CH:10]=[CH:11][CH:12]=[CH:13][C:8]=2[N:7]=[C:6]1[CH:14]([NH:16][C:18]1[N:26]=[CH:25][N:24]=[C:23]2[C:19]=1[N:20]=[CH:21][NH:22]2)[CH3:15])[CH3:4] |f:0.1.2|. Procedure details: A mixture of 1-(1-ethyl-1H-1,3-benzodiazol-2-yl)ethan-1-amine dihydrochloride (346 mg, 1.32 mmol), 6-chloro-9H-purine (204 mg, 1.32 mmol) and DIPEA (904 μL, 5.28 mmol) in n-butanol (2.5 mL) was stirred in a sealed tube for 3 h at 120° C. After cooling to RT, the crude reaction mixture was loaded onto an Isolute® SCX-2 cartridge which was washed with MeOH and the product eluted with 2M NH3/MeOH. The product containing fractions were combined and concentrated under reduced pressure. The resulting ... The reactants are BrCc1ccc2ccccc2c1, C1CCOC1, C[Si](C)(C)[N-][Si](C)(C)C, [Li+], O=C1CC2CC=CC2O1. Yields the product O=C1OC2C=CCC2C1Cc1ccc2ccccc2c1. As a reaction SMILES: [Br:20][CH2:21][c:22]1[cH:23][c:24]2[cH:25][cH:26][cH:27][cH:28][c:29]2[cH:30][cH:31]1.[CH2:32]1[O:33][CH2:34][CH2:35][CH2:36]1.[CH3:10][Si:11]([N-:12][Si:13]([CH3:14])([CH3:15])[CH3:16])([CH3:17])[CH3:18].[Li+:19].[O:1]1[CH:2]2[CH:3]([CH2:4][C:5]1=[O:6])[CH2:7][CH:8]=[CH:9]2>>[O:1]1[CH:2]2[CH:3]([CH:4]([CH2:21][c:22]3[cH:23][c:24]4[cH:25][cH:26][cH:27][cH:28][c:29]4[cH:30][cH:31]3)[C:5]1=[O:6])[CH2:7][CH:8]=[CH:9]2. The reactants are solution, ClB1OCCO1 (ethylene chloroboronate), CC(=O)OCC1=C(N2[C@@H]([C@@H](C2=O)N)SC1)C(=O)O (7-ACA), S1C(=CC=C1)CC(=O)Cl (2-thienylacetic acid chloride), C([O-])(O)=O.[Na+] (sodium bicarbonate). The solvent is C(Cl)Cl (methylene chloride), O (water), C(C)N(CC)CC (triethylamine), C(Cl)Cl (methylene chloride). Conditions: temperature -40 celsius. Yields the product CC(=O)OCC1=C(N2[C@@H]([C@@H](C2=O)NC(=O)CC3=CC=CS3)SC1)C(=O)O (7-(2-thienylacetamido) cephalosporanic acid). Yield: 70.7%. Reaction SMILES: [CH3:1][C:2]([O:4][CH2:5][C:6]1[CH2:15][S:14][C@@H:9]2[C@H:10]([NH2:13])[C:11](=[O:12])[N:8]2[C:7]=1[C:16]([OH:18])=[O:17])=[O:3].ClB1OCCO1.[S:25]1[CH:29]=[CH:28][CH:27]=[C:26]1[CH2:30][C:31](Cl)=[O:32].C(=O)(O)[O-].[Na+]>C(Cl)Cl.O.C(N(CC)CC)C>[CH3:1][C:2]([O:4][CH2:5][C:6]1[CH2:15][S:14][C@@H:9]2[C@H:10]([NH:13][C:31]([CH2:30][C:26]3[S:25][CH:29]=[CH:28][CH:27]=3)=[O:32])[C:11](=[O:12])[N:8]2[C:7]=1[C:16]([OH:18])=[O:17])=[O:3] |f:3.4|. Reported procedure: 2.72 g 7-ACA were suspended in 60 ml methylene chloride, then adding 2.2 g triethylamine. After cooling to -40° C., 21 ml of a 1,1 molar solution of ethylene chloroboronate in methylene chloride was poured into the mixture. The mixture was heated to -10° C. and 1.9 g of 2-thienylacetic acid chloride were poured into the mixture. Stirring was maintained for 2 hours at 0° C. 40 ml water were poured therein and after unmixing, the organic phase was added with a solution of sodium bicarbonate to con... Reactants: C(CCC)[Li] (n-butyl lithium), C1(CCCCC1)[Sn](C1CCCCC1)(C1CCCCC1)Cl (tricyclohexyltin chloride), BrC1=C(C=CC=C1)C(C)O (o-bromo-1-phenylethanol). Solvent: CCCCCC (hexane), O (water), C(C)OCC (diethylether), CCCCCC (hexane), C(C)OCC (diethylether). Reaction conditions: temperature -30 celsius, time 1 hour. Product: C1(CCCCC1)[Sn](C1=C(C=CC=C1)C(C)O)(C1CCCCC1)C1CCCCC1 (tricyclohexyl [o-(1-hydroxyethyl)phenyl]tin). Isolated yield 73.0%. Reaction SMILES: Br[C:2]1[CH:7]=[CH:6][CH:5]=[CH:4][C:3]=1[CH:8]([OH:10])[CH3:9].C([Li])CCC.[CH:16]1([Sn:22](Cl)([CH:29]2[CH2:34][CH2:33][CH2:32][CH2:31][CH2:30]2)[CH:23]2[CH2:28][CH2:27][CH2:26][CH2:25][CH2:24]2)[CH2:21][CH2:20][CH2:19][CH2:18][CH2:17]1>O.C(OCC)C.CCCCCC>[CH:29]1([Sn:22]([CH:16]2[CH2:17][CH2:18][CH2:19][CH2:20][CH2:21]2)([CH:23]2[CH2:28][CH2:27][CH2:26][CH2:25][CH2:24]2)[C:2]2[CH:7]=[CH:6][CH:5]=[CH:4][C:3]=2[CH:8]([OH:10])[CH3:9])[CH2:30][CH2:31][CH2:32][CH2:33][CH2:34]1. Procedure details: 10.1 g of o-bromo-1-phenylethanol (50.2 mmol) and 50 ml of diethylether were mixed together in a 500 ml two-neck flask, which was equipped with a stirrer and isobaric dropping funnel. To this mixture, 64.5 ml of hexane solution of n-butyl lithium was gradually added dropwise at -78° C. Subsequently, the temperature was raised to -30° C., and the mixture was stirred for 1 hour while maintaining the same temperature. The reaction mixture was cooled back to -78° C., and a mixed solvent solution con... Reactants: CO, C[O-], Sc1cc(Cl)nc2ncnn12, [Na+], [Na]. Product: COc1cc(S)n2ncnc2n1. As a reaction SMILES: [CH3:16][OH:17].[CH3:1][O-:2].[Cl:5][c:6]1[n:7][c:8]2[n:9]([c:10]([SH:12])[cH:11]1)[n:13][cH:14][n:15]2.[Na+:3].[Na:4]>>[CH3:1][O:2][c:6]1[n:7][c:8]2[n:9]([c:10]([SH:12])[cH:11]1)[n:13][cH:14][n:15]2.